This data is from the Open Reaction Database (ORD), a public repository of structured organic reaction records. The task is: describe an organic reaction: reactants, conditions, products, and yield Reactants: CN(C)c1nc(Sc2ccccc2)c(C#N)c(-c2ccccc2)c1C#N, CN(C)C=O, Cl. Yields the product CN(C)c1nc(S)c(C#N)c(-c2ccccc2)c1C#N. RXN SMILES: [CH3:1][N:2]([c:3]1[n:4][c:5]([S:19][c:20]2[cH:21][cH:22][cH:23][cH:24][cH:25]2)[c:6]([C:17]#[N:18])[c:7](-[c:11]2[cH:12][cH:13][cH:14][cH:15][cH:16]2)[c:8]1[C:9]#[N:10])[CH3:26].[CH3:28][N:29]([CH3:30])[CH:31]=[O:32].[ClH:27]>>[CH3:1][N:2]([c:3]1[n:4][c:5]([SH:19])[c:6]([C:17]#[N:18])[c:7](-[c:11]2[cH:12][cH:13][cH:14][cH:15][cH:16]2)[c:8]1[C:9]#[N:10])[CH3:26]. Starting materials: C(C)OC(NCCC1=CC(=CC=C1)OC)=O ([2-(3-methoxy-phenyl)-ethyl]-carbamic acid ethyl ester), O=P12OP3(=O)OP(=O)(O1)OP(=O)(O2)O3 (P2O5). Solvent: O=P(Cl)(Cl)Cl (POCl3). Run at temperature 120 celsius, time 1 hour. Yields the product COC=1C=C2CCNC(C2=CC1)=O (6-Methoxy-3,4-dihydro-2H-isoquinolin-1-one). The yield is 7.6%. RXN SMILES: C([O:3][C:4](=O)[NH:5][CH2:6][CH2:7][C:8]1[CH:13]=[CH:12][CH:11]=[C:10]([O:14][CH3:15])[CH:9]=1)C.O=P12OP3(OP(OP(O3)(O1)=O)(=O)O2)=O>O=P(Cl)(Cl)Cl>[CH3:15][O:14][C:10]1[CH:9]=[C:8]2[C:13](=[CH:12][CH:11]=1)[C:4](=[O:3])[NH:5][CH2:6][CH2:7]2. Procedure details: Using an analogous procedure and workup as described in Example 1, step 4, [2-(3-methoxy-phenyl)-ethyl]-carbamic acid ethyl ester (I-11c: 6.2 g, 29.5238 mmol) in POCl3 (62 mL) was reacted with P2O5 (8.38 g, 59.047 mmol). The resulting mixture was stirred at 120° C. for 1 hour to afford the crude product. Purification by column chromatography on silica gel (2% methanol in DCM) afforded 0.400 g of the product (7.6% yield). The reactants are [S-]C#N.[K+] (potassium thiocyanate), C(C)OC(C(C(C)=NNC(=O)OC)NC1=CC=C(C=C1)F)=O (methyl 2-(4-ethoxy-3-((4-fluorophenyl)amino)-4-oxobutan-2-ylidene)hydrazinecarboxylate). Solvent: Cl (HCl). Run at temperature 70 celsius. Product: FC1=CC=C(C=C1)N1C(=NC(=C1C(=O)OCC)C)S (ethyl 1-(4-fluorophenyl)-2-mercapto-4-methyl-1H-imidazole-5-carboxylate). As a reaction SMILES: [CH2:1]([O:3][C:4](=[O:22])[CH:5]([NH:14][C:15]1[CH:20]=[CH:19][C:18]([F:21])=[CH:17][CH:16]=1)[C:6](=[N:8]NC(OC)=O)[CH3:7])[CH3:2].[S-:23][C:24]#N.[K+]>Cl>[F:21][C:18]1[CH:17]=[CH:16][C:15]([N:14]2[C:5]([C:4]([O:3][CH2:1][CH3:2])=[O:22])=[C:6]([CH3:7])[N:8]=[C:24]2[SH:23])=[CH:20][CH:19]=1 |f:1.2|. Procedure: To a suspension of methyl 2-(4-ethoxy-3-((4-fluorophenyl)amino)-4-oxobutan-2-ylidene)hydrazinecarboxylate (3.1 g, 10 mmol) (this material was synthesized according to the protocol described in J. Org. Chem. Soc. 1978, 43, 3392) in 4N HCl (100 mL) was added potassium thiocyanate (1.5 g, 15 mmol) and the mixture was heated to 70° C. for 2 hours. After cooling to room temperature, the solid was filtered and dried to afford ethyl 1-(4-fluorophenyl)-2-mercapto-4-methyl-1H-imidazole-5-carboxylate (57)... Starting materials: C1(CC1)N1C(C2=CC=C(C=C2C1)[N+](=O)[O-])=O (2-cyclopropyl-5-nitroisoindolin-1-one), [Sn](Cl)(Cl)(Cl)Cl (tin chloride). Run in CCO (EtOH), O (water). Reaction conditions: temperature 79 celsius, time 2 hour. The product is NC=1C=C2CN(C(C2=CC1)=O)C1CC1 (5-amino-2-cyclopropylisoindolin-1-one). As a reaction SMILES: [CH:1]1([N:4]2[CH2:12][C:11]3[C:6](=[CH:7][CH:8]=[C:9]([N+:13]([O-])=O)[CH:10]=3)[C:5]2=[O:16])[CH2:3][CH2:2]1.[Sn](Cl)(Cl)(Cl)Cl>CCO.O>[NH2:13][C:9]1[CH:10]=[C:11]2[C:6](=[CH:7][CH:8]=1)[C:5](=[O:16])[N:4]([CH:1]1[CH2:3][CH2:2]1)[CH2:12]2. Procedure: The 2-cyclopropyl-5-nitroisoindolin-1-one (50 mg, 0.23 mmol) was dissolved in EtOH (1.1 ml) with heating, and tin chloride (117 mg, 0.52 mmol) added. The solution was stirred at 79° C. for 2 hours. The mixture was cooled to RT, diluted with 4:1 water:saturated sodium bicarbonate (aq, 100 ml), extracted with EtOAc (3×100 ml), the organics combined, washed with brine, dried over Na2SO4, filtered and the volatiles removed in vacuum. The product was purified by chromatography on SiO2 eluting with 5%...